Dataset: the Open Reaction Database (ORD), a public repository of structured organic reaction records. Task: describe an organic reaction: reactants, conditions, products, and yield Isolated yield 53.0%. Reported procedure: Beginning with 8.7 mg (0.038 mMol) 6-amino-3-(dimethyl)amino-1,2,3,4-tetrahydro-9H-carbazole and 11.0 mg (0.084 mMol) 5-methylfuran-2-carboxylic acid, 6.8 mg (53%) of the title compound were recovered as a beige solid. The product is CC1=CC=C(O1)C(=O)NC=1C=C2C=3CC(CCC3NC2=CC1)N(C)C (6-(5-methylfur-2-oyl)amino-3-(dimethyl)amino-1,2,3,4-tetrahydro-9H-carbazole). Reaction SMILES: [NH2:1][C:2]1[CH:3]=[C:4]2[C:12](=[CH:13][CH:14]=1)[NH:11][C:10]1[CH2:9][CH2:8][CH:7]([N:15]([CH3:17])[CH3:16])[CH2:6][C:5]2=1.[CH3:18][C:19]1[O:23][C:22]([C:24](O)=[O:25])=[CH:21][CH:20]=1>>[CH3:18][C:19]1[O:23][C:22]([C:24]([NH:1][C:2]2[CH:3]=[C:4]3[C:12](=[CH:13][CH:14]=2)[NH:11][C:10]2[CH2:9][CH2:8][CH:7]([N:15]([CH3:17])[CH3:16])[CH2:6][C:5]3=2)=[O:25])=[CH:21][CH:20]=1. Starting materials: NC=1C=C2C=3CC(CCC3NC2=CC1)N(C)C (6-amino-3-(dimethyl)amino-1,2,3,4-tetrahydro-9H-carbazole), CC1=CC=C(O1)C(=O)O (5-methylfuran-2-carboxylic acid). Reactants: OC=1C=C2C=CC(=CC2=CC1)C1(COC(OC1)(C)C)NC(OC(C)(C)C)=O (tert-butyl 5-(6-hydroxynaphthalen-2-yl)-2,2-dimethyl-1,3-dioxan-5-ylcarbamate), FC(C=1C=C(C=CC1)B(O)O)(F)F (3-(trifluoromethyl)phenylboronic acid), cupric acetate, C(Cl)Cl (methylene chloride). Run in C(C)N(CC)CC (triethylamine). Conditions: time 10 hour. Yields the product CC1(OCC(CO1)(C1=CC2=CC=C(C=C2C=C1)OC1=CC(=CC=C1)C(F)(F)F)NC(OC(C)(C)C)=O)C (tert-Butyl 2,2-dimethyl-5-(6-(3-(trifluoromethyl)phenoxy)naphthalen-2-yl)-1,3-dioxan-5-ylcarbamate). Yield: 62.0%. RXN SMILES: [OH:1][C:2]1[CH:3]=[C:4]2[C:9](=[CH:10][CH:11]=1)[CH:8]=[C:7]([C:12]1([NH:20][C:21](=[O:27])[O:22][C:23]([CH3:26])([CH3:25])[CH3:24])[CH2:17][O:16][C:15]([CH3:19])([CH3:18])[O:14][CH2:13]1)[CH:6]=[CH:5]2.[F:28][C:29]([F:40])([F:39])[C:30]1[CH:31]=[C:32](B(O)O)[CH:33]=[CH:34][CH:35]=1.C(Cl)Cl>C(N(CC)CC)C>[CH3:18][C:15]1([CH3:19])[O:16][CH2:17][C:12]([NH:20][C:21](=[O:27])[O:22][C:23]([CH3:26])([CH3:25])[CH3:24])([C:7]2[CH:6]=[CH:5][C:4]3[C:9](=[CH:10][CH:11]=[C:2]([O:1][C:34]4[CH:33]=[CH:32][CH:31]=[C:30]([C:29]([F:40])([F:39])[F:28])[CH:35]=4)[CH:3]=3)[CH:8]=2)[CH2:13][O:14]1. Procedure details: [5-(6-Hydroxy-naphthalen-2-yl)-2,2-dimethyl-1,3-dioxinan-5-yl]-carbamic acid tert-butyl ester (Example 13, 50.0 mg, 0.000134 mol), 3-(trifluoromethyl)phenylboronic acid (50.8 mg, 0.000268 mol), cupric acetate (24.3 mg, 0.000134 mol) were placed in a vial, purged with N2, following by methylene chloride (2 mL, 0.03 mol) and triethylamine to (0.0933 mL, 0.000669 mol) at 23° C. The reaction was allowed to stir for about for 10 hours, and filtrated. The crude material was then purified via chromatog... Starting materials: CC1=C(C(CCC1)(C)C)/C=C/C(=C/C=C/C(=C/C=O)/C)/C (Retinal), CC1=C(C(CCC1)(C)C)/C=C/C(=C/C=C\C(=C\C=O)\C)/C (11-cis-retinal), CC1=C(C(CCC1)(C)C)/C=C/C(=C/C=C/C(=C/C=O)/C)/C (retinal), styrenyl, CC1=C(C(CCC1)(C)C)/C=C/C(=C/C=C\C(=C\C=O)\C)/C (11-cis-retinal). The product is CC1=C(C(CCC1)(C)C)/C=C/C(=C/C=C\C(=C\CO)\C)/C (11-cis retinol). Reaction SMILES: [CH3:1][C:2]1[CH2:7][CH2:6][CH2:5][C:4]([CH3:9])([CH3:8])[C:3]=1/[CH:10]=[CH:11]/[C:12](/[CH3:21])=[CH:13]/[CH:14]=[CH:15]/[C:16](/[CH3:20])=[CH:17]/[CH:18]=[O:19].CC1CCCC(C)(C)C=1/C=C/C(/C)=C/C=C\C(\C)=C\C=O>>[CH3:1][C:2]1[CH2:7][CH2:6][CH2:5][C:4]([CH3:8])([CH3:9])[C:3]=1/[CH:10]=[CH:11]/[C:12](/[CH3:21])=[CH:13]/[CH:14]=[CH:15]\[C:16](\[CH3:20])=[CH:17]\[CH2:18][OH:19]. Reported procedure: A method for determining the effect of a compound on isomerization process may be performed in vitro as described herein and in the art (Stecher et al., J Biol Chem 274:8577-85 (1999); see also Golczak et al., Proc. Natl. Acad. Sci. USA 102:8162-67 (2005)). Retinal pigment epithelium (RPE) microsome membranes isolated from an animal (such as bovine, porcine, human, for example) may serve as the source of the isomerase. The capability of the styrenyl derivative compounds to inhibit isomerase may ... The reactants are O=C1OC(Br)c2cc(Cl)c(Cl)cc21, Cl, C1COCCO1. Product: O=Cc1cc(Cl)c(Cl)cc1C(=O)O. Reaction SMILES: [Br:1][CH:2]1[O:3][C:4](=[O:13])[c:5]2[cH:6][c:7]([Cl:12])[c:8]([Cl:11])[cH:9][c:10]21.[ClH:20].[O:14]1[CH2:15][CH2:16][O:17][CH2:18][CH2:19]1>>[CH:2]([c:10]1[c:5]([C:4]([OH:3])=[O:13])[cH:6][c:7]([Cl:12])[c:8]([Cl:11])[cH:9]1)=[O:14]. Reactants: [Sn](Cl)Cl (tin (II) chloride), poly[bis(ethynyl)heteroacene]s, poly(4,8-didecynylbenzo[1,2-b:4,5-b′]dithiophene-2,6-diyl), poly(4,8-bis(4-pentylphenylethynyl)benzo[1,2-b:4,5-b′]dithiophene-2,6-diyl), C#CCCCCCCCC (1-decyne), C(C)(C)[Mg]Cl (isopropylmagnesium chloride), S1C=2C(C=C1)=CC=1SC=CC1C2 (benzo[1,2-b:4,5-b′]dithiophene). Run in Cl (HCl), O1CCCC1 (tetrahydrofuran). Reaction conditions: temperature 60 celsius, time 1 hour. Product: C(#CCCCCCCCC)C1=C2C(SC=C2)=C(C2=C1SC=C2)C#CCCCCCCCC (4,8-didecynylbenzo[1,2-b:4,5-b′]dithiophene). Reaction SMILES: [CH:1]#[C:2][CH2:3][CH2:4][CH2:5][CH2:6][CH2:7][CH2:8][CH2:9][CH3:10].[CH:11]([Mg]Cl)([CH3:13])[CH3:12].[S:16]1[CH:20]=[CH:19][C:18]2=[CH:21][C:22]3[S:23][CH:24]=[CH:25][C:26]=3[CH:27]=[C:17]12.[Sn](Cl)Cl>O1CCCC1.Cl>[C:1]([C:21]1[C:22]2[S:23][CH:24]=[CH:25][C:26]=2[C:27]([C:12]#[C:11][CH2:13][CH2:1][CH2:2][CH2:3][CH2:4][CH2:5][CH2:6][CH3:7])=[C:17]2[S:16][CH:20]=[CH:19][C:18]=12)#[C:2][CH2:3][CH2:4][CH2:5][CH2:6][CH2:7][CH2:8][CH2:9][CH3:10]. Procedure: More specifically, a process for the preparation of the polymers illustrated herein, and more specifically, for the preparation of poly[bis(ethynyl)heteroacene]s, poly(4,8-didecynylbenzo[1,2-b:4,5-b′]dithiophene-2,6-diyl) (1a) and poly(4,8-bis(4-pentylphenylethynyl)benzo[1,2-b:4,5-b′]dithiophene-2,6-diyl) (1b), is shown in Scheme 1. First, 1-decyne (available from Sigma-Aldrich) is reacted with about 1 molar equivalent of isopropylmagnesium chloride (available from Sigma-Aldrich) in tetrahydrofu... Reported procedure: 0.5 g of 4-(5-amino-2-methoxy-phenyl)-[1,4]diazepane-1-carboxylic acid tert-butyl ester (1.556 mmol) was reacted as described for Preparation example 1 with 3-(difluoromethoxy)-benzene-sulfonylchloride to yield 0.64 g of the title compound. As a reaction SMILES: [C:1]([O:5][C:6]([N:8]1[CH2:14][CH2:13][CH2:12][N:11]([C:15]2[CH:20]=[C:19]([NH2:21])[CH:18]=[CH:17][C:16]=2[O:22][CH3:23])[CH2:10][CH2:9]1)=[O:7])([CH3:4])([CH3:3])[CH3:2].[F:24][CH:25]([F:37])[O:26][C:27]1[CH:28]=[C:29]([S:33](Cl)(=[O:35])=[O:34])[CH:30]=[CH:31][CH:32]=1>>[C:1]([O:5][C:6]([N:8]1[CH2:14][CH2:13][CH2:12][N:11]([C:15]2[CH:20]=[C:19]([NH:21][S:33]([C:29]3[CH:30]=[CH:31][CH:32]=[C:27]([O:26][CH:25]([F:24])[F:37])[CH:28]=3)(=[O:35])=[O:34])[CH:18]=[CH:17][C:16]=2[O:22][CH3:23])[CH2:10][CH2:9]1)=[O:7])([CH3:4])([CH3:3])[CH3:2]. The reactants are C(C)(C)(C)OC(=O)N1CCN(CCC1)C1=C(C=CC(=C1)N)OC (4-(5-amino-2-methoxy-phenyl)-[1,4]diazepane-1-carboxylic acid tert-butyl ester), FC(OC=1C=C(C=CC1)S(=O)(=O)Cl)F (3-(difluoromethoxy)-benzene-sulfonylchloride). Yields the product C(C)(C)(C)OC(=O)N1CCN(CCC1)C1=C(C=CC(=C1)NS(=O)(=O)C1=CC(=CC=C1)OC(F)F)OC (4-[5-(3-Difluoromethoxy-benzenesulfonylamino)-2-methoxy-phenyl]-[1,4]diazepane-1-carboxylic acid tert-butyl ester).